Dataset: the Open Reaction Database (ORD), a public repository of structured organic reaction records. Task: describe an organic reaction: reactants, conditions, products, and yield Starting materials: C(CCC)C(C(=O)OCC)C(=O)OCC (diethyl n-butyl-malonate), COCC#CC1=CC=C(C=C1)C12OC(C(CO1)(CO2)CCC)C(F)(F)F (1-[4-(3-methoxyprop-1-ynyl)phenyl]-4-n-propyl-3-trifluoromethyl-2,6,7-trioxabicyclo[2,2,2]octane). The product is C(CCC)C12C(OC(OC1)(OC2)C2=CC=C(C=C2)C#CCOC)C(F)(F)F (4-n-Butyl-1-[4-(3-methoxyprop-1-ynyl)phenyl]-3-trifluoromethyl-2,6,7-trioxabicyclo[2,2,2]octane). RXN SMILES: [CH2:1](C(C(OCC)=O)C(OCC)=O)CCC.[CH3:16][O:17][CH2:18][C:19]#[C:20][C:21]1[CH:26]=[CH:25][C:24]([C:27]23[O:34][CH2:33][C:30]([CH2:35][CH2:36][CH3:37])([CH2:31][O:32]2)[CH:29]([C:38]([F:41])([F:40])[F:39])[O:28]3)=[CH:23][CH:22]=1>>[CH2:35]([C:30]12[CH2:33][O:34][C:27]([C:24]3[CH:23]=[CH:22][C:21]([C:20]#[C:19][CH2:18][O:17][CH3:16])=[CH:26][CH:25]=3)([O:32][CH2:31]1)[O:28][CH:29]2[C:38]([F:41])([F:39])[F:40])[CH2:36][CH2:37][CH3:1]. Procedure: 4-n-Butyl-1-[4-(3-methoxyprop-1-ynyl)phenyl]-3-trifluoromethyl-2,6,7-trioxabicyclo[2,2,2]octane was prepared from diethyl n-butyl-malonate in a manner analogous to the synthesis of 1-[4-(3-methoxyprop-1-ynyl)phenyl]-4-n-propyl-3-trifluoromethyl-2,6,7-trioxabicyclo[2,2,2]octane Reactants: C(CCC#C)O (4-pentyn-1-ol), BrC1=C2/C(/C(NC2=CC=C1)=O)=C/C=1NC=CC1OC ((Z)-4-bromo-1,3-dihydro-3-[(3-methoxy-1H-pyrrol-2-yl)methylene]-2H-indol-2-one), BrC1=C2/C(/C(NC2=CC=C1)=O)=C/C=1NC=CC1OC ((Z)-4-bromo-1,3-dihydro-3-[(3-methoxy-1H-pyrrol-2-yl)methylene]-2H-indol-2-one), Cl[Si](C)(C)C (chlorotrimethylsilane). Solvent: CN(C)C=O (DMF), C(C)N(CC)CC (triethylamine). Conditions: temperature 70 celsius. The product is OCCCC#CC1=C2/C(/C(NC2=CC=C1)=O)=C/C=1NC=CC1OC ((Z)-1,3-dihydro-4-(5-hydroxy-1-pentynyl)-3-[(3-methoxy-1H-pyrrol-2-yl)methylene]-2H-indol-2-one). Reaction SMILES: [CH2:1]([OH:6])[CH2:2][CH2:3][C:4]#[CH:5].Cl[Si](C)(C)C.Br[C:13]1[CH:21]=[CH:20][CH:19]=[C:18]2[C:14]=1/[C:15](=[CH:23]/[C:24]1[NH:25][CH:26]=[CH:27][C:28]=1[O:29][CH3:30])/[C:16](=[O:22])[NH:17]2>CN(C=O)C.C(N(CC)CC)C>[OH:6][CH2:1][CH2:2][CH2:3][C:4]#[C:5][C:13]1[CH:21]=[CH:20][CH:19]=[C:18]2[C:14]=1/[C:15](=[CH:23]/[C:24]1[NH:25][CH:26]=[CH:27][C:28]=1[O:29][CH3:30])/[C:16](=[O:22])[NH:17]2. Reported procedure: Using Method I above, 4-pentyn-1-ol (40 mg, 0.57 mmol) (Aldrich) was dissolved, under argon, in 3 mL DMF and 2 mL triethylamine, and to this solution was added chlorotrimethylsilane (0.13 mL, 1 mmol) (Aldrich). The reaction was stirred at room temperature for 1 h, at which time (Z)-4-bromo-1,3-dihydro-3-[(3-methoxy-1H-pyrrol-2-yl)methylene]-2H-indol-2-one (110 mg, 0.38 mmol) (Starting Material 1 supra) was added and the solution was degassed for 15 min by bubbling argon through the solution. (Ph... The reactants are C(C)O (ethanol), FC1=CC2=C(C(=NO2)C2CCNCC2)C=C1 (6-fluoro-3-(4-piperidinyl)-1,2-benzisoxazole), C(=O)([O-])[O-].[K+].[K+] (K2CO3), S(=O)(=O)(C)OCCC1COC2=C(O1)C=CC=C2 (2-mesyloxyethyl-1,4-benzodioxan). Run in C(C)#N (acetonitrile). Product: FC1=CC2=C(C(=NO2)C2CCN(CC2)CCC2COC3=C(O2)C=CC=C3)C=C1 (2-[4-(6-fluoro-1,2-benzisoxazol-3-yl)-1-piperidinyl]ethyl-1,4- benzodioxan). As a reaction SMILES: [F:1][C:2]1[CH:16]=[CH:15][C:5]2[C:6]([CH:9]3[CH2:14][CH2:13][NH:12][CH2:11][CH2:10]3)=[N:7][O:8][C:4]=2[CH:3]=1.C([O-])([O-])=O.[K+].[K+].S(O[CH2:28][CH2:29][CH:30]1[O:35][C:34]2[CH:36]=[CH:37][CH:38]=[CH:39][C:33]=2[O:32][CH2:31]1)(C)(=O)=O.C(O)C>C(#N)C>[F:1][C:2]1[CH:16]=[CH:15][C:5]2[C:6]([CH:9]3[CH2:10][CH2:11][N:12]([CH2:28][CH2:29][CH:30]4[O:35][C:34]5[CH:36]=[CH:37][CH:38]=[CH:39][C:33]=5[O:32][CH2:31]4)[CH2:13][CH2:14]3)=[N:7][O:8][C:4]=2[CH:3]=1 |f:1.2.3|. Procedure: A mixture of 6-fluoro-3-(4-piperidinyl)-1,2-benzisoxazole (4.7 g, 21 mmol), K2CO3 (3.5 g, 25.4 mmol) and 2-mesyloxyethyl-1,4-benzodioxan (5.5 g, 21.3 mmol) in acetonitrile (250 ml) was heated at reflux for 3.5 hours. At the end of the reaction, insolubles were filtered. The solid was washed with dichloromethane (200 ml). The solutions were combined and evaporated to an oil. This crude oil was purified by flash chromatography on a silica gel column. The material thus obtained was crystal- lized f...